From a dataset of the Open Reaction Database (ORD), a public repository of structured organic reaction records. describe an organic reaction: reactants, conditions, products, and yield Reactants: CCO, Cc1cc2c(c(Cl)n1)c(=O)cc(Nc1ccccc1)n2-c1ccccc1, CCOC(=O)CS. Product: CCOC(=O)CSc1nc(C)cc2c1c(=O)cc(Nc1ccccc1)n2-c1ccccc1. As a reaction SMILES: [CH3:34][CH2:35][OH:36].[NH:1]([c:2]1[cH:3][cH:4][cH:5][cH:6][cH:7]1)[c:8]1[n:9](-[c:21]2[cH:22][cH:23][cH:24][cH:25][cH:26]2)[c:10]2[cH:11][c:12]([CH3:20])[n:13][c:14]([Cl:19])[c:15]2[c:16](=[O:18])[cH:17]1.[SH:27][CH2:28][C:29](=[O:30])[O:31][CH2:32][CH3:33]>>[NH:1]([c:2]1[cH:3][cH:4][cH:5][cH:6][cH:7]1)[c:8]1[n:9](-[c:21]2[cH:22][cH:23][cH:24][cH:25][cH:26]2)[c:10]2[cH:11][c:12]([CH3:20])[n:13][c:14]([S:27][CH2:28][C:29](=[O:30])[O:31][CH2:32][CH3:33])[c:15]2[c:16](=[O:18])[cH:17]1.